Dataset: the Open Reaction Database (ORD), a public repository of structured organic reaction records. Task: describe an organic reaction: reactants, conditions, products, and yield Starting materials: C=1C=CC(=CC1)[C@@H]2[C@H](O2)C=3C=CC=CC3 (trans-stilbene oxide), NC(CO)C (2-amino-1-propanol), O (water). Solvent: CO (methanol). Yields the product OCC(C)NC(C(O)C1=CC=CC=C1)C1=CC=CC=C1 (β-[(2-Hydroxy-1-methylethyl)amino]-α-phenylbenzeneethanol). The yield is 79.0%. RXN SMILES: [CH:1]1[CH:2]=[CH:3][C:4]([C@H:7]2[O:9][C@@H:8]2[C:10]2[CH:11]=[CH:12][CH:13]=[CH:14][CH:15]=2)=[CH:5][CH:6]=1.[NH2:16][CH:17]([CH3:20])[CH2:18][OH:19].O>CO>[OH:19][CH2:18][CH:17]([NH:16][CH:7]([C:4]1[CH:3]=[CH:2][CH:1]=[CH:6][CH:5]=1)[CH:8]([C:10]1[CH:11]=[CH:12][CH:13]=[CH:14][CH:15]=1)[OH:9])[CH3:20]. Procedure: A mixture of trans-stilbene oxide (3.93 g, 0.020 mole) and 2-amino-1-propanol (4.51 g, 0.060 mole) was heated on a steam bath for 18 hours. The reaction mixture was dissolved in methanol (20 ml) and the solution poured into water (200 ml). The viscous oil which separated from the solution crystallized on standing. The solid was collected to obtain 4.29 g (79%) of material which was recrystallized from toluene to give 3.36 g of a white solid. The solid was dried in vacuo for 2 hours, m.p. 104°-10... Reactants: C=CC(=O)OC, O=C(Cc1cccc(Cl)c1)c1ccc(Cl)s1, ClCCl, C1CCC2=NCCCN2CC1. Product: COC(=O)CCC(C(=O)c1ccc(Cl)s1)c1cccc(Cl)c1. RXN SMILES: [CH3:17][O:18][C:19]([CH:20]=[CH2:21])=[O:22].[Cl:1][c:2]1[cH:3][c:4]([CH2:8][C:9](=[O:10])[c:11]2[s:12][c:13]([Cl:16])[cH:14][cH:15]2)[cH:5][cH:6][cH:7]1.[Cl:34][CH2:35][Cl:36].[N:23]12[CH2:24][CH2:25][CH2:26][N:27]=[C:28]1[CH2:29][CH2:30][CH2:31][CH2:32][CH2:33]2>>[Cl:1][c:2]1[cH:3][c:4]([CH:8]([C:9](=[O:10])[c:11]2[s:12][c:13]([Cl:16])[cH:14][cH:15]2)[CH2:21][CH2:20][C:19]([O:18][CH3:17])=[O:22])[cH:5][cH:6][cH:7]1. The reactants are CC1(OC(NC2=C1C=C(C=C2)C2=CC=C(N2CC)C#N)=O)C (5-(4,4-dimethyl-2-oxo-1,4-dihydro-2H-3,1-benzoxazin-6-yl)-1-ethyl-1H-pyrrole-2-carbonitrile), COC=1C=CC(=CC1)P2(=S)SP(=S)(S2)C=3C=CC(=CC3)OC (Lawesson's reagent). Product: CC1(OC(NC2=C1C=C(C=C2)C2=CC=C(N2CC)C#N)=S)C (5-(4,4-dimethyl-2-thioxo-1,4-dihydro-2H-3,1-benzoxazin-6-yl)-1-ethyl-1H-pyrrole-2-carbonitrile). RXN SMILES: [CH3:1][C:2]1([CH3:22])[C:7]2[CH:8]=[C:9]([C:12]3[N:16]([CH2:17][CH3:18])[C:15]([C:19]#[N:20])=[CH:14][CH:13]=3)[CH:10]=[CH:11][C:6]=2[NH:5][C:4](=O)[O:3]1.COC1C=CC(P2(SP(C3C=CC(OC)=CC=3)(=S)S2)=[S:32])=CC=1>>[CH3:1][C:2]1([CH3:22])[C:7]2[CH:8]=[C:9]([C:12]3[N:16]([CH2:17][CH3:18])[C:15]([C:19]#[N:20])=[CH:14][CH:13]=3)[CH:10]=[CH:11][C:6]=2[NH:5][C:4](=[S:32])[O:3]1. Procedure: The title compound was prepared according to the procedure for Example 16 from 5-(4,4-dimethyl-2-oxo-1,4-dihydro-2H-3,1-benzoxazin-6-yl)-1-ethyl-1H-pyrrole-2-carbonitrile and Lawesson's reagent. The product was obtained in the form of white needles: mp 212-213° C.; 1H-NMR (DMSO-d6) δ 1.25 (t, 3H, J=7 Hz), 1.68 (s, 6H), 4.07 (q, J=7 Hz, 2H), 6.32 (d, J=3.9 Hz, 1H), 7.07 (d, J=3.9 Hz, 1H), 7.15 (d, J=9 Hz, 1H), 7.42 (m, 2H), 12.33 (s, 1H); MS (ESI) m/z 310 (M−H)−. The reactants are C(C)OC=1C=C(C=CC1OC)C(O)C1=CC(=CC=C1)N1C=CC=C1 ((3-ethoxy-4-methoxy-phenyl)-(3-pyrrol-1-yl-phenyl) -methanol). Reagents/catalysts: O=[Mn]=O (MnO2), O=[Mn]=O (MnO2). Solvent: C(Cl)Cl (methylene chloride). Run at time 18 hour. The product is C(C)OC=1C=C(C=CC1OC)C(=O)C1=CC(=CC=C1)N1C=CC=C1 ((3-ethoxy-4-methoxy-phenyl)-(3-pyrrol-1-yl-phenyl)-methanone). As a reaction SMILES: [CH2:1]([O:3][C:4]1[CH:5]=[C:6]([CH:12]([C:14]2[CH:19]=[CH:18][CH:17]=[C:16]([N:20]3[CH:24]=[CH:23][CH:22]=[CH:21]3)[CH:15]=2)[OH:13])[CH:7]=[CH:8][C:9]=1[O:10][CH3:11])[CH3:2]>C(Cl)Cl.O=[Mn]=O>[CH2:1]([O:3][C:4]1[CH:5]=[C:6]([C:12]([C:14]2[CH:19]=[CH:18][CH:17]=[C:16]([N:20]3[CH:24]=[CH:23][CH:22]=[CH:21]3)[CH:15]=2)=[O:13])[CH:7]=[CH:8][C:9]=1[O:10][CH3:11])[CH3:2]. Procedure details: A mixture of (3-ethoxy-4-methoxy-phenyl)-(3-pyrrol-1-yl-phenyl) -methanol from above and activated MnO2 (2.6 g, 30 mmol) in methylene chloride (30 if L) was stirred at room temperature for 18 h. More MnO2 (2 g) was added and kept for overnight. The suspension was filtered thru a pad of Celite. Removal of solvent gave (3-ethoxy-4-methoxy-phenyl)-(3-pyrrol-1-yl-phenyl)-methanone as a brown oil (1.58 g, 85% crude yield 2 steps). The sample was used in the next step without further purification. Reactants: BrCC(=O)C1=C(C#N)C=CC=C1 (Bromoacetylbenzonitrile), C(=O)([O-])[O-].[K+].[K+] (K2CO3), SC=1C=C(C(=O)O)C=CC1 (3-mercaptobenzoic acid), C(C)O (ethanol). Yields the product C(#N)C=1C=C(C=CC1)C(CSC=1C=C(C(=O)O)C=CC1)=O (3-[2-(3-Cyanophenyl)-2-oxoethylsulfanyl]benzoic acid). RXN SMILES: BrCC([C:5]1[CH:12]=[CH:11][CH:10]=[CH:9][C:6]=1[C:7]#[N:8])=O.[C:13]([O-:16])([O-])=O.[K+].[K+].[SH:19][C:20]1[CH:21]=[C:22]([CH:26]=[CH:27][CH:28]=1)[C:23]([OH:25])=[O:24].[CH2:29](O)C>>[C:7]([C:6]1[CH:5]=[C:12]([C:13](=[O:16])[CH2:29][S:19][C:20]2[CH:21]=[C:22]([CH:26]=[CH:27][CH:28]=2)[C:23]([OH:25])=[O:24])[CH:11]=[CH:10][CH:9]=1)#[N:8] |f:1.2.3|. Procedure details: Bromoacetylbenzonitrile (300 mg, 1.34 mmole) and anhydrous K2CO3 (740 mg, 5.35 mmole) in ethanol, 210 mg (1.36 mmole) 3-mercaptobenzoic acid was added and the mixture refluxed overnight. The solvent was evaporated and water added to the solid residue. The basic aqueous solution was extracted with ethyl acetate to remove unreacted -bromoacetylbenzonitrile. The aqueous layer was acidified and extracted with ethyl acetate, dried, evaporated and the residue purified by flash chromatography using chl... Starting materials: [Si](C)(C)(C(C)(C)C)OCC1(CC=2N(CCS1)C(=NN2)C2(CC2)C2=CC=C(C=C2)C=2C=NC=C(C#N)C2)C (5-(4-{1-[8-({[Tert-butyl(dimethyl)silyl]oxy}methyl)-8-methyl-5,6,8,9-tetrahydro[1,2,4]triazolo[4,3-d][1,4]thiazepin-3-yl]cyclopropyl}phenyl)nicotinonitrile), Cl (hydrochloric acid). Solvent: CO (methanol). The product is OCC1(CC=2N(CCS1)C(=NN2)C2(CC2)C2=CC=C(C=C2)C=2C=NC=C(C#N)C2)C (5-(4-{1-[8-(Hydroxymethyl)-8-methyl-5,6,8,9-tetrahydro[1,2,4]triazolo[4,3-d][1,4]thiazepin-3-yl]cyclopropyl}phenyl)nicotinonitrile). The yield is 87.3%. RXN SMILES: [Si]([O:8][CH2:9][C:10]1([CH3:37])[S:16][CH2:15][CH2:14][N:13]2[C:17]([C:20]3([C:23]4[CH:28]=[CH:27][C:26]([C:29]5[CH:30]=[N:31][CH:32]=[C:33]([CH:36]=5)[C:34]#[N:35])=[CH:25][CH:24]=4)[CH2:22][CH2:21]3)=[N:18][N:19]=[C:12]2[CH2:11]1)(C(C)(C)C)(C)C.Cl>CO>[OH:8][CH2:9][C:10]1([CH3:37])[S:16][CH2:15][CH2:14][N:13]2[C:17]([C:20]3([C:23]4[CH:24]=[CH:25][C:26]([C:29]5[CH:30]=[N:31][CH:32]=[C:33]([CH:36]=5)[C:34]#[N:35])=[CH:27][CH:28]=4)[CH2:22][CH2:21]3)=[N:18][N:19]=[C:12]2[CH2:11]1. Procedure details: A solution of the compound (238 mg, 0.45 mmol) obtained in Example 62-1) and 4 M hydrochloric acid (1,4-dioxane solution, 1 mL) in methanol (4 mL) was stirred at room temperature for 15 h. The reaction mixture was concentrated under reduced pressure, saturated aqueous sodium hydrogencarbonate was added to the residue, the mixture was extracted with dichloromethane, and the organic layer was washed with saturated sodium chloride solution and dried with anhydrous sodium sulfate. After filtration, ... The reactants are CC1(C)CC(Nc2nccc(Cl)n2)CC(C)(C)N1, OB(O)c1ccccc1. The product is CC1(C)CC(Nc2nccc(-c3ccccc3)n2)CC(C)(C)N1. RXN SMILES: [Cl:1][c:2]1[n:3][c:4]([NH:8][CH:9]2[CH2:10][C:11]([CH3:17])([CH3:18])[NH:12][C:13]([CH3:15])([CH3:16])[CH2:14]2)[n:5][cH:6][cH:7]1.[OH:19][B:20]([OH:21])[c:22]1[cH:23][cH:24][cH:25][cH:26][cH:27]1>>[c:2]1(-[c:22]2[cH:23][cH:24][cH:25][cH:26][cH:27]2)[n:3][c:4]([NH:8][CH:9]2[CH2:10][C:11]([CH3:17])([CH3:18])[NH:12][C:13]([CH3:15])([CH3:16])[CH2:14]2)[n:5][cH:6][cH:7]1.